This data is from the Open Reaction Database (ORD), a public repository of structured organic reaction records. The task is: describe an organic reaction: reactants, conditions, products, and yield Reactants: FC(C1=NOC(=C1)CO)(F)F (3-trifluoromethyl-5-hydroxymethylisoxazole), C1(=CC=CC=C1)P(C1=CC=CC=C1)C1=CC=CC=C1 (triphenylphosphine), C(Cl)(Cl)(Cl)Cl (carbontetrachloride). Solvent: ClCCl (dichloromethane). Product: ClCC1=CC(=NO1)C(F)(F)F (5-chloromethyl-3-trifluoromethylisoxazole). The yield is 82.0%. As a reaction SMILES: [F:1][C:2]([F:11])([F:10])[C:3]1[CH:7]=[C:6]([CH2:8]O)[O:5][N:4]=1.C1(P(C2C=CC=CC=2)C2C=CC=CC=2)C=CC=CC=1.C(Cl)(Cl)(Cl)[Cl:32]>ClCCl>[Cl:32][CH2:8][C:6]1[O:5][N:4]=[C:3]([C:2]([F:11])([F:10])[F:1])[CH:7]=1. Procedure: A solution of 3-trifluoromethyl-5-hydroxymethylisoxazole [(700 mg, 4.2 mmol) See K. Tanaka et al, Bull. Chem. Soc. Jpn., 57, 2184 (1984)] and triphenylphosphine (1.43 g, 5.4 mmol) in carbontetrachloride (50 ml) and dichloromethane (20 ml) is heated at reflux for 6 hours. The reaction mixture is then cooled to room temperature and passed through a silica gel plug. Concentration affords in 82% yield the desired 5-chloromethyl-3-trifluoromethylisoxazole of sufficient purity for the following step (... Starting materials: C(=O)(OC(C)(C)C)OC(=O)OC(C)(C)C (di-t-butyl dicarbonate), Br.C(C)NC(CC=1C=C(C(=CC1)O)O)C (4-(2-ethylamino-propyl)-benzene-1,2-diol Compound With Hydrobromic Acid), C([O-])(O)=O.[Na+] (sodium bicarbonate). Run in C1CCOC1 (THF), O (water), C1CCOC1 (THF). Run at time 18 hour. Product: COC=1C=C(C=CC1OC)CC(C)NCC ([2-(3,4-dimethoxy-phenyl)-1-methyl-ethyl]-ethyl Amine), C(C)(C)(C)OC(N(CC)C(CC1=CC(=C(C=C1)O)O)C)=O ([2-(3,4-dihydroxy-phenyl)-1-methyl-ethyl]-ethyl-carbamic Acid Tert-butyl Ester). Reaction SMILES: Br.[CH2:2]([NH:4][CH:5]([CH3:15])[CH2:6][C:7]1[CH:8]=[C:9]([OH:14])[C:10]([OH:13])=[CH:11][CH:12]=1)[CH3:3].[C:16](=[O:19])(O)[O-].[Na+].[C:21](O[C:29]([O:31][C:32]([CH3:35])([CH3:34])[CH3:33])=[O:30])(OC(C)(C)C)=O>O.C1COCC1>[CH3:21][O:14][C:9]1[CH:8]=[C:7]([CH2:6][CH:5]([NH:4][CH2:2][CH3:3])[CH3:15])[CH:12]=[CH:11][C:10]=1[O:19][CH3:16].[C:32]([O:31][C:29](=[O:30])[N:4]([CH:5]([CH3:15])[CH2:6][C:7]1[CH:12]=[CH:11][C:10]([OH:13])=[C:9]([OH:14])[CH:8]=1)[CH2:2][CH3:3])([CH3:33])([CH3:34])[CH3:35] |f:0.1,2.3|. Procedure: To all of 2B from the above reaction mixture was added 30 mL of 50% THF in water. To the reaction mixture 1.1 g of sodium bicarbonate was added as a solid followed by 1.35 g (6.18 mmol) of di-t-butyl dicarbonate in 7 mL of THF dropwise over a period of 30 minutes. The reaction mixture was allowed to stir at room temperature for 18 hours, then concentrated under reduced pressure. This was diluted with 50 mL of water and the pH of the solution was adjusted to 5. The aqueous layer was extracted wit... Yields the product CC1(C=2C=CC(=CC2C(=CC1)C=1SC=CC1)C#CC1=CC=C(C(=O)O)C=C1)C (4-[(5,6-Dihydro-5,5-dimethyl-8-(2-thienyl)-2-naphthalenyl)ethynyl]benzoic acid). The reactants are CC1(C=2C=CC(=CC2C(=CC1)C=1SC=CN1)C#CC1=CC=C(C(=O)O)C=C1)C (4-[(5,6-dihydro-5,5-dimethyl-8-(2-thiazolyl)-2-naphthalenyl)ethynyl]benzoic acid), CC1(C=2C=CC(=CC2C(=CC1)C=1SC=CN1)C#CC1=CC=C(C(=O)O)C=C1)C (4-[(5,6-dihydro-5,5-dimethyl-8-(2-thiazolyl)-2-naphthalenyl)ethynyl]benzoic acid), CC1(C=2C=CC(=CC2C(=CC1)C=1SC=CC1)C#CC1=CC=C(C(=O)OCC)C=C1)C (ethyl 4-[(5,6-dihydro-5,5-dimethyl-8-(2-thienyl)-2-naphthalenyl)ethynyl]benzoate), CC1(C=2C=CC(=CC2C(=CC1)C=1SC=CC1)C#CC1=CC=C(C(=O)OCC)C=C1)C (ethyl 4-[(5,6-dihydro-5,5-dimethyl-8-(2-thienyl)-2-naphthalenyl)ethynyl]benzoate). Procedure: Employing the same general procedure as for the preparation of 4-[(5,6-dihydro-5,5-dimethyl-8-(2-thiazolyl)-2-naphthalenyl)ethynyl]benzoic acid (Compound 30a), 70.0 mg (0.17 mmol) of ethyl 4-[(5,6-dihydro-5,5-dimethyl-8-(2-thienyl)-2-naphthalenyl)ethynyl]benzoate (Compound 33a) was converted into the title compound (colorless solid) using 17.8 mg (0.42 mmol) of LiOH in H2O. PMR (d6-DMSO): δ 1.27 (6H, s), 2.33 (2H, d, J=4.9 Hz), 6.23 (1H, t, J=4.9 Hz), 7.14 (2H, m), 7.38-7.56 (4H, m), 7.61 (2H, d... RXN SMILES: CC1(C)CC=C(C2SC=CN=2)C2C=C(C#CC3C=CC(C(O)=O)=CC=3)C=CC1=2.[CH3:29][C:30]1([CH3:58])[CH2:39][CH:38]=[C:37]([C:40]2[S:41][CH:42]=[CH:43][CH:44]=2)[C:36]2[CH:35]=[C:34]([C:45]#[C:46][C:47]3[CH:57]=[CH:56][C:50]([C:51]([O:53]CC)=[O:52])=[CH:49][CH:48]=3)[CH:33]=[CH:32][C:31]1=2>>[CH3:29][C:30]1([CH3:58])[CH2:39][CH:38]=[C:37]([C:40]2[S:41][CH:42]=[CH:43][CH:44]=2)[C:36]2[CH:35]=[C:34]([C:45]#[C:46][C:47]3[CH:48]=[CH:49][C:50]([C:51]([OH:53])=[O:52])=[CH:56][CH:57]=3)[CH:33]=[CH:32][C:31]1=2. Reactants: Cl.C(C1=CC=CC=C1)NCCOC1=CC=C(C=C1)O (N-benzyl-2-p-hydroxyphenoxyethylamine hydrochloride), O1CC1COC1=C(C=CC=C1)F (1,2-epoxy-3-o-fluorophenoxypropane), C([O-])([O-])=O.[K+].[K+] (potassium carbonate). Solvent: CC(C)O (propan-2-ol). The product is C(C1=CC=CC=C1)N(CCOC1=CC=C(C=C1)O)CC(COC1=C(C=CC=C1)F)O (N-benzyl-N-(2-p-hydroxyphenoxyethyl)-3-o-fluorophenoxy-2-hydroxypropylamine). As a reaction SMILES: Cl.[CH2:2]([NH:9][CH2:10][CH2:11][O:12][C:13]1[CH:18]=[CH:17][C:16]([OH:19])=[CH:15][CH:14]=1)[C:3]1[CH:8]=[CH:7][CH:6]=[CH:5][CH:4]=1.[O:20]1[CH:22]([CH2:23][O:24][C:25]2[CH:30]=[CH:29][CH:28]=[CH:27][C:26]=2[F:31])[CH2:21]1.C(=O)([O-])[O-].[K+].[K+]>CC(O)C>[CH2:2]([N:9]([CH2:21][CH:22]([OH:20])[CH2:23][O:24][C:25]1[CH:30]=[CH:29][CH:28]=[CH:27][C:26]=1[F:31])[CH2:10][CH2:11][O:12][C:13]1[CH:14]=[CH:15][C:16]([OH:19])=[CH:17][CH:18]=1)[C:3]1[CH:4]=[CH:5][CH:6]=[CH:7][CH:8]=1 |f:0.1,3.4.5|. Procedure: A mixture of N-benzyl-2-p-hydroxyphenoxyethylamine hydrochloride (5.6 g), 1,2-epoxy-3-o-fluorophenoxypropane (3.6 g) and anhydrous potassium carbonate (2.7 g) was heated under reflux in propan-2-ol (100 ml) for 24 hours. The reaction mixture was cooled, the solid removed by filtration and the solvent evaporated from the filtrate. The residual oil was purified by chromatography on silica eluting with 1% v/v methanol in dichloromethane to give N-benzyl-N-(2-p-hydroxyphenoxyethyl)-3-o-fluorophenoxy... The reactants are COC1=C(C=C(C=C1)[N+](=O)[O-])O (2-methoxy-5-nitrophenol), Cl.CN(CCCCl)C (3-dimethyaminopropyl chloride hydrochloride), CC1=C(C=CC(=C1)C=1OC(=NN1)C)C1=CC=C(C=C1)C(=O)O (2'-Methyl-4'-(5-methyl-1,3,4-oxadiazol-2-yl)biphenyl-4-carboxylic acid). Yields the product CN(CCCOC=1C=C(N)C=CC1OC)C (3-(3-Dimethylaminopropoxy)-4-methoxyaniline). RXN SMILES: [CH3:1][O:2][C:3]1[CH:8]=[CH:7][C:6]([N+:9]([O-])=O)=[CH:5][C:4]=1[OH:12].Cl.[CH3:14][N:15]([CH3:20])[CH2:16][CH2:17][CH2:18]Cl.CC1C=C(C2OC(C)=NN=2)C=CC=1C1C=CC(C(O)=O)=CC=1>>[CH3:14][N:15]([CH3:20])[CH2:16][CH2:17][CH2:18][O:12][C:4]1[CH:5]=[C:6]([CH:7]=[CH:8][C:3]=1[O:2][CH3:1])[NH2:9] |f:1.2|. Procedure details: The title compound was prepared from 2-methoxy-5-nitrophenol and 3-dimethyaminopropyl chloride hydrochloride using a similar procedure to Descriptions 1 and 2 (58%).